From a dataset of the Open Reaction Database (ORD), a public repository of structured organic reaction records. describe an organic reaction: reactants, conditions, products, and yield Reactants: C(=O)N(C)CC(=O)O (N-formylsarcosine), C(C#C)(=O)OC (methyl propiolate), C(C)(=O)OC(C)=O (acetic anhydride). The product is CN1C=C(C=C1)C(=O)OC (methyl 1-methyl-3-pyrrolecarboxylate). Yield: 79.6%. Reaction SMILES: [CH:1]([N:3]([CH2:5][C:6](O)=O)C)=O.[C:9]([O:13][CH3:14])(=[O:12])[C:10]#[CH:11].C(OC(=O)C)(=O)C>>[CH3:1][N:3]1[CH:5]=[CH:6][C:10]([C:9]([O:13][CH3:14])=[O:12])=[CH:11]1. Reported procedure: A mixture of 9.52 g (0.0813 mole) of N-formylsarcosine prepared in the Reference Example 1, 25.56 g (0.304 mole) of methyl propiolate, and 65 ml of acetic anhydride was stirred using a magnetic stirrer over an oil bath at 130° C. for 24 hours. The reaction mixture was concentrated under vacuum. 30 ml of toluene was added to the residue and the mixture was evaporated under reduced pressure. This procedure was repeated to obtain a brown oily substance. This oily substance was distilled under vacuu...